Dataset: the Open Reaction Database (ORD), a public repository of structured organic reaction records. Task: describe an organic reaction: reactants, conditions, products, and yield As a reaction SMILES: C1N=C2N([C@@H]3[O:14][C@H](COP(OP(OP(O)(O)=O)(O)=O)(O)=O)[C@@H](O)C3)C=NC2=C(N)N=1.P(OC[C@H]1O[C@@H](N2C=CC(N)=NC2=O)C[C@@H]1O)(OP(OP(O)(O)=O)(O)=O)(=O)O.P(OC[C@H]1O[C@@H](N2C3N=C(N)NC(=O)C=3N=C2)C[C@@H]1O)(OP(OP(O)(O)=O)(O)=O)(=O)O.[CH:90]1[C:96](=[O:97])[NH:95][C:93](=[O:94])[N:92]([C@@H:98]2[O:102][C@H:101]([CH2:103][O:104]P(OP(OP(O)(O)=O)(O)=O)(O)=O)[C@@H:100]([OH:117])[CH2:99]2)[CH:91]=1.C1(O)C=CC=CC=1>>[C@@H:98]1([N:92]2[CH:91]=[CH:90][C:96](=[O:97])[NH:95][C:93]2=[O:94])[O:102][C@H:101]([CH2:103][OH:104])[C@@H:100]([OH:117])[C@H:99]1[OH:14]. Procedure: The subtracter-amplicon was diluted to 10 μg/ml, and four PCR reactions were set up on ice to generate subtracter U-DNA for the control set. Each 50 μl reaction contained 2 μl diluted ligation, 1 μl 4 μg/μl S-hpa-24mer oligo, 2 μl dNTPs (10 mM dATP, 10 mM dCTP, 10 mM dGTP, and 30 mM dUTP), 5 μl 10× PCR buffer, 1 μl 3.5 U/μl Taq DNA polymerase and ddH2O. The S-hpa-12mer was melted away (5 min, 72° C.), and ends filled in with Taq DNA polymerase (7 min, 72° C.). Twenty-one cycles of amplification ... Reactants: DNA, U-DNA, C1(=CC=CC=C1)O (phenol), 3.5, C1=NC(=C2C(=N1)N(C=N2)[C@H]3C[C@@H]([C@H](O3)COP(=O)(O)OP(=O)(O)OP(=O)(O)O)O)N (dATP), P(O)(=O)(OP(=O)(O)OP(=O)(O)O)OC[C@@H]1[C@H](C[C@@H](O1)N1C(=O)N=C(N)C=C1)O (dCTP), P(O)(=O)(OP(=O)(O)OP(=O)(O)O)OC[C@@H]1[C@H](C[C@@H](O1)N1C=NC=2C(=O)NC(N)=NC12)O (dGTP), C1=CN(C(=O)NC1=O)[C@H]2C[C@@H]([C@H](O2)COP(=O)(O)OP(=O)(O)OP(=O)(O)O)O (dUTP), 10, DNA. The product is [C@@H]1([C@H](O)[C@H](O)[C@@H](CO)O1)N1C(=O)NC(=O)C=C1 (Uridine). Starting materials: BrC1=NC=C(C=C1)CO[Si](C)(C)C(C)(C)C (2-bromo-5-(tert-butyldimethylsilyloxymethyl)pyridine), C1CCOC1 (THF), [Li]CCCC (n-BuLi), N-methoxy-AT-methyl-3-methyl-butyramide, C1CCOC1 (THF). Conditions: temperature -78 celsius, time 40 minute. Yields the product [Si](C)(C)(C(C)(C)C)OCC=1C=CC(=NC1)C(CC(C)C)=O (5-(tert-Butyldimethylsilyloxymethyl)-2-(3-methyl-butyryl)-pyridine). Isolated yield 44.0%. As a reaction SMILES: Br[C:2]1[CH:7]=[CH:6][C:5]([CH2:8][O:9][Si:10]([C:13]([CH3:16])([CH3:15])[CH3:14])([CH3:12])[CH3:11])=[CH:4][N:3]=1.[Li][CH2:18]CCC.[CH2:22]1[CH2:26][O:25][CH2:24][CH2:23]1>>[Si:10]([O:9][CH2:8][C:5]1[CH:6]=[CH:7][C:2]([C:26](=[O:25])[CH2:22][CH:23]([CH3:18])[CH3:24])=[N:3][CH:4]=1)([C:13]([CH3:16])([CH3:15])[CH3:14])([CH3:12])[CH3:11]. Reported procedure: Dissolve 2-bromo-5-(tert-butyldimethylsilyloxymethyl)pyridine (1.99 g, 6.583 mmol, prepared by following the procedure described in J. Org. Chem. 2004, 69, 250-262) in anhydrous THF (20 mL). Cool the solution to −78° C., add n-BuLi (4.32 mL, 6.912 mmol, 1.6M solution in hexane) and stir at this temperature for 40 min. Add slowly a solution of N-methoxy-AT-methyl-3-methyl-butyramide (0.955 g, 6.583 mmol) in anhydrous THF (5 mL). Stir the mixture for 2 h at −78° C. and then allow the mixture to wa...